This data is from the Open Reaction Database (ORD), a public repository of structured organic reaction records. The task is: describe an organic reaction: reactants, conditions, products, and yield Starting materials: O.[OH-].[Li+] (lithium hydroxide monohydrate), CN(S(=O)(=O)N1C(=NC(=C1)CC(CC)(C)C)CCC(=O)OC)C (methyl 3-[1-[(dimethylamino)sulfonyl]-4-(2,2-dimethylbutyl)-1H-imidazol-2-yl]propanoate), CN(S(=O)(=O)N1C(=NC(=C1)CC(CC)(C)C)CCC(=O)OC)C (methyl 3-[1-[(dimethylamino)sulfonyl]-4-(2,2-dimethylbutyl)-1H-imidazol-2-yl]propanoate). Solvent: O (water), CO (methanol), C1CCOC1 (THF). Reaction conditions: time 8 hour. The product is CN(S(=O)(=O)N1C(=NC(=C1)CC(CC)(C)C)CCC(=O)O)C (3-[1-[(dimethylamino)sulfonyl]-4-(2,2-dimethylbutyl)-1H-imidazol-2-yl]propanoic acid). Reaction SMILES: O.[OH-].[Li+].[CH3:4][N:5]([CH3:26])[S:6]([N:9]1[CH:13]=[C:12]([CH2:14][C:15]([CH3:19])([CH3:18])[CH2:16][CH3:17])[N:11]=[C:10]1[CH2:20][CH2:21][C:22]([O:24]C)=[O:23])(=[O:8])=[O:7]>O.CO.C1COCC1>[CH3:26][N:5]([CH3:4])[S:6]([N:9]1[CH:13]=[C:12]([CH2:14][C:15]([CH3:19])([CH3:18])[CH2:16][CH3:17])[N:11]=[C:10]1[CH2:20][CH2:21][C:22]([OH:24])=[O:23])(=[O:7])=[O:8] |f:0.1.2|. Procedure: A solution of lithium hydroxide monohydrate (182 mg, 4.3 mmol) in water (1.5 mL) was added to a solution of methyl 3-[1-[(dimethylamino)sulfonyl]-4-(2,2-dimethylbutyl)-1H-imidazol-2-yl]propanoate (for synthesis see intermediate 25) (500 mg, 1.4 mmol) in methanol (1.6 mL) and THF (1.6 mL). After stirring at rt overnight, the reaction mixture was concentrated and 2M hydrochloric acid was added. The resulting reaction mixture was concentrated to dryness to afford the title compound, which was used ...